The task is: describe an organic reaction: reactants, conditions, products, and yield. This data is from the Open Reaction Database (ORD), a public repository of structured organic reaction records. Reactants: NC1=CC=CC=2C(C(OC21)(C)C)=S (7-amino-2,3-dihydro-2,2-dimethylbenzofuran-3-thione), ClN1C(CCC1=O)=O (N-chlorosuccinimide). The solvent is CN(C=O)C (N,N-dimethylformamide). The product is NC1=CC=C(C=2C(C(OC21)(C)C)=S)Cl (7-amino-4-chloro-2,3-dihydro-2,2-dimethylbenzofuran-3-thione). Reaction SMILES: [NH2:1][C:2]1[C:10]2[O:9][C:8]([CH3:12])([CH3:11])[C:7](=[S:13])[C:6]=2[CH:5]=[CH:4][CH:3]=1.[Cl:14]N1C(=O)CCC1=O>CN(C)C=O>[NH2:1][C:2]1[C:10]2[O:9][C:8]([CH3:11])([CH3:12])[C:7](=[S:13])[C:6]=2[C:5]([Cl:14])=[CH:4][CH:3]=1. Reported procedure: By the method of Example 3, Step C, 2.51 g (0.013 mole) of 7-amino-2,3-dihydro-2,2-dimethylbenzofuran-3-thione is reacted with 1.74 g (0.013 mole) of N-chlorosuccinimide in 35 mL of N,N-dimethylformamide, yielding 7-amino-4-chloro-2,3-dihydro-2,2-dimethylbenzofuran-3-thione. Run in O1CCCC1 (tetrahydrofuran). Reaction SMILES: [CH2:1](O)[CH2:2][CH2:3][CH2:4]O.[C:7]([O:10][CH:11]=[CH:12][CH2:13][CH2:14][O:15][C:16](=[O:18])[CH3:17])(=[O:9])[CH3:8]>O1CCCC1>[CH2:1]=[CH:2][CH:3]=[CH2:4].[C:7]([O:10][CH2:11][CH2:12][CH2:13][CH2:14][O:15][C:16](=[O:18])[CH3:17])(=[O:9])[CH3:8]. Starting materials: C(CCCO)O (1,4-butanediol), C(C)(=O)OC=CCCOC(C)=O (1,4-diacetoxybutene). The product is C=CC=C (butadiene), C(C)(=O)OCCCCOC(C)=O (1,4-diacetoxybutane). Reported procedure: The process for preparing tetrahydrofuran according to claim 1, wherein 1,4-butanediol is prepared by hydrogenating 1,4-diacetoxybutene, which is produced by the acetoxylation of butadiene, into 1,4-diacetoxybutane and hydrolyzing said 1,4-diacetoxybutane as the hydrogenated products in the presence of a solid acid catalyst and distilling hydrolyzates thus obtained. Reactants: CC(=O)C(=O)Cl, CCC(C)C(N)C(=O)O[Si](C)(C)C, Cl. The product is CCC(C)C(NC(=O)C(C)=O)C(=O)O[Si](C)(C)C. RXN SMILES: [C:1]([C:2](=[O:3])[CH3:4])(=[O:5])[Cl:6].[CH3:8][Si:9]([CH3:10])([CH3:11])[O:12][C:13]([CH:14]([NH2:15])[CH:16]([CH3:17])[CH2:18][CH3:19])=[O:20].[ClH:7]>>[C:1]([C:2](=[O:3])[CH3:4])(=[O:5])[NH:15][CH:14]([C:13]([O:12][Si:9]([CH3:8])([CH3:10])[CH3:11])=[O:20])[CH:16]([CH3:17])[CH2:18][CH3:19]. Reactants: CCCC[Sn](CCCC)(CCCC)c1cc(C)no1, CO, COC(=O)Cc1coc2ccc(Cl)nc12, ClCCl, N#N, CC(=O)[O-], CC(=O)[O-], C1COCCO1, [Pd+2]. The product is COC(=O)Cc1coc2ccc(-c3cc(C)no3)nc12. As a reaction SMILES: [CH3:16][c:17]1[n:18][o:19][c:20]([Sn:22]([CH2:23][CH2:24][CH2:25][CH3:26])([CH2:27][CH2:28][CH2:29][CH3:30])[CH2:31][CH2:32][CH2:33][CH3:34])[cH:21]1.[CH3:52][OH:53].[Cl:1][c:2]1[cH:3][cH:4][c:5]2[c:6]([n:7]1)[c:8]([CH2:11][C:12](=[O:13])[O:14][CH3:15])[cH:9][o:10]2.[Cl:54][CH2:55][Cl:56].[N:41]#[N:42].[O-:44][C:45]([CH3:46])=[O:47].[O-:48][C:49]([CH3:50])=[O:51].[O:35]1[CH2:36][CH2:37][O:38][CH2:39][CH2:40]1.[Pd+2:43]>>[c:2]1(-[c:20]2[o:19][n:18][c:17]([CH3:16])[cH:21]2)[cH:3][cH:4][c:5]2[c:6]([n:7]1)[c:8]([CH2:11][C:12](=[O:13])[O:14][CH3:15])[cH:9][o:10]2.